From a dataset of the Open Reaction Database (ORD), a public repository of structured organic reaction records. describe an organic reaction: reactants, conditions, products, and yield Starting materials: NC1=C(C(=O)NCC=2OC=CC2)C=CC=C1 (2-amino-N-(furan-2-ylmethyl)benzamide), FC(S(=O)(=O)[O-])(F)F.[Yb+3].FC(S(=O)(=O)[O-])(F)F.FC(S(=O)(=O)[O-])(F)F (Ytterbium trifluoromethanesulfonate), ClCC=1C=C(C=O)C=CC1OC (3-(chloromethyl)-4-methoxybenzaldehyde), CC1=C(C(=CC=C1)C)S (2,6-dimethylbenzenethiol), C([O-])([O-])=O.[K+].[K+] (potassium carbonate). Run in CCO (EtOH), C(C)#N (acetonitrile). Conditions: temperature 150 celsius. The product is CC1=C(C(=CC=C1)C)SCC=1C=C(C=CC1OC)C1NC2=CC=CC=C2C(N1CC=1OC=CC1)=O (2-(3-((2,6-dimethylphenylthio)methyl)-4-methoxyphenyl)-3-(furan-2-ylmethyl)-2,3-dihydroquinazolin-4(1H)-one). Yield: 41.8%. As a reaction SMILES: Cl[CH2:2][C:3]1[CH:4]=[C:5]([CH:8]=[CH:9][C:10]=1[O:11][CH3:12])[CH:6]=O.[CH3:13][C:14]1[CH:19]=[CH:18][CH:17]=[C:16]([CH3:20])[C:15]=1[SH:21].C(=O)([O-])[O-].[K+].[K+].[NH2:28][C:29]1[CH:43]=[CH:42][CH:41]=[CH:40][C:30]=1[C:31]([NH:33][CH2:34][C:35]1[O:36][CH:37]=[CH:38][CH:39]=1)=[O:32].FC(F)(F)S([O-])(=O)=O.[Yb+3].FC(F)(F)S([O-])(=O)=O.FC(F)(F)S([O-])(=O)=O>C(#N)C.CCO>[CH3:13][C:14]1[CH:19]=[CH:18][CH:17]=[C:16]([CH3:20])[C:15]=1[S:21][CH2:2][C:3]1[CH:4]=[C:5]([CH:6]2[N:33]([CH2:34][C:35]3[O:36][CH:37]=[CH:38][CH:39]=3)[C:31](=[O:32])[C:30]3[C:29](=[CH:43][CH:42]=[CH:41][CH:40]=3)[NH:28]2)[CH:8]=[CH:9][C:10]=1[O:11][CH3:12] |f:2.3.4,6.7.8.9|. Procedure details: To a solution of 3-(chloromethyl)-4-methoxybenzaldehyde (91.0 mg, 0.5 mmol, 1.0 equiv) and 2,6-dimethylbenzenethiol (68.4 mg, 0.5 mmol, 1.0 equiv) in 4 mL acetonitrile was added potassium carbonate (0.55 g, 4.0 mmol, 8.0 equiv). The mixture was heated to 150° C. in the microwave for 10 min. After filtered off the solid and removed the solvent, 2-amino-N-(furan-2-ylmethyl)benzamide (107 mg, 0.5 mmol, 1.0 equiv) in 5 mL of EtOH was added followed by addition of Ytterbium trifluoromethanesulfonate ... Reactants: C1(CCCCC1)(CC(=O)O)CC(=O)O (1,1-cyclohexane diacetic acid). Run in C(C)(=O)OC(C)=O (acetic anhydride). The product is C12(CCCCC1)CC(=O)OC(C2)=O (1,1-Cyclohexane diacetic acid anhydride). Isolated yield 110.4%. Reaction SMILES: [C:1]1([CH2:11][C:12]([OH:14])=[O:13])([CH2:7][C:8]([OH:10])=O)[CH2:6][CH2:5][CH2:4][CH2:3][CH2:2]1>C(OC(=O)C)(=O)C>[C:1]12([CH2:7][C:8](=[O:10])[O:14][C:12](=[O:13])[CH2:11]1)[CH2:2][CH2:3][CH2:4][CH2:5][CH2:6]2. Procedure details: A solution of 1,1-cyclohexane diacetic acid (20.0 g) in acetic anhydride (20 mL) was heated under reflux for 5 hours. The solution was concentrated under reduced pressure, and the residue was concentrated three times azeotropically with benzene. The resulting residue was purified by column chromatography (silica gel, hexane:ethyl acetate=2:1) to give the title compound (20.1 g). Starting materials: O=C([O-])[O-], N#Cc1cccc(CBr)c1, CCCC[N+](CCCC)(CCCC)CCCC, COC(=O)C1CCS(=O)(=O)N1, CN(C)C=O, CCOC(C)=O, [K+], [K+]. The product is COC(=O)C1CCS(=O)(=O)N1Cc1cccc(C#N)c1. RXN SMILES: [C:12](=[O:13])([O-:14])[O-:15].[C:18](#[N:19])[c:20]1[cH:21][c:22]([CH2:23][Br:24])[cH:25][cH:26][cH:27]1.[CH2:28]([N+:29]([CH2:30][CH2:31][CH2:32][CH3:33])([CH2:34][CH2:35][CH2:36][CH3:37])[CH2:38][CH2:39][CH2:40][CH3:41])[CH2:42][CH2:43][CH3:44].[CH3:1][O:2][C:3](=[O:4])[CH:5]1[NH:6][S:7](=[O:10])(=[O:11])[CH2:8][CH2:9]1.[CH3:45][N:46]([CH3:47])[CH:48]=[O:49].[CH3:50][CH2:51][O:52][C:53](=[O:54])[CH3:55].[K+:16].[K+:17]>>[CH3:1][O:2][C:3](=[O:4])[CH:5]1[N:6]([CH2:23][c:22]2[cH:21][c:20]([C:18]#[N:19])[cH:27][cH:26][cH:25]2)[S:7](=[O:10])(=[O:11])[CH2:8][CH2:9]1.